From a dataset of the Open Reaction Database (ORD), a public repository of structured organic reaction records. describe an organic reaction: reactants, conditions, products, and yield Reactants: potassium tert.-butylate, [K] (potassium), OC=C(C(=O)OCC)C1=CC=CC=C1 (ethyl α-hydroxymethylene-phenylacetate), Cl.Cl.N(N)C1=NC=CC=C1 (2-hydrazino-pyridine dihydrochloride). The solvent is C(C)O (ethanol). Conditions: time 4 hour. The product is N1=C(C=CC=C1)N1NC=C(C1=O)C1=CC=CC=C1 (1 -pyrid-2-yl-4-phenyl-pyrazoline-5-one). Yield: 72.5%. As a reaction SMILES: [K].O[CH:3]=[C:4]([C:10]1[CH:15]=[CH:14][CH:13]=[CH:12][CH:11]=1)[C:5]([O:7]CC)=O.Cl.Cl.[NH:18]([C:20]1[CH:25]=[CH:24][CH:23]=[CH:22][N:21]=1)[NH2:19]>C(O)C>[N:21]1[CH:22]=[CH:23][CH:24]=[CH:25][C:20]=1[N:18]1[C:5](=[O:7])[C:4]([C:10]2[CH:11]=[CH:12][CH:13]=[CH:14][CH:15]=2)=[CH:3][NH:19]1 |f:2.3.4,^1:0|. Procedure details: 22.7 g (0.1 mol) of the potassium salt of ethyl α-hydroxymethylene-phenylacetate and 18.2 g (0.1 mol) of 2-hydrazino-pyridine dihydrochloride in 200 ml of ethanol are stirred for 30 minutes at room temperature and then boiled under reflux for 5 hours. After the mixture has been cooled to room temperature, 19.1 g (1.7 mol) of potassium tert.-butylate are introduced in portions while nitrogen is simultaneously passed over the mixture. The mixture is stirred for 4 hours at room temperature and left...